Dataset: the Open Reaction Database (ORD), a public repository of structured organic reaction records. Task: describe an organic reaction: reactants, conditions, products, and yield Reactants: C(C)(C)(C)OC(NC1CCN(CC1)CCOC=1C=NC2=CC=C(N=C2C1)OC)=O ({1-[2-(6-methoxy-[1,5]naphthyridin-3-yloxy)-ethyl]-piperidin-4-yl}-carbamic acid tert-butyl ester), ClC1=CC2=C(NC(CS2)=O)C=C1C(=O)O (7-chloro-3-oxo-3,4-dihydro-2H-benzo[1,4]thiazine-6-carboxylic acid). Product: COC=1N=C2C=C(C=NC2=CC1)OCCN1CCC(CC1)NC(=O)C=1C(=CC2=C(NC(CS2)=O)C1)Cl (7-chloro-3-oxo-3,4-dihydro-2H-benzo[1,4]thiazine-6-carboxylic acid {1-[2-(6-methoxy-[1,5]naphthyridin-3-yloxy)-ethyl]-piperidin-4-yl}-amide). Reaction SMILES: C([O:5][C:6](=O)[NH:7][CH:8]1[CH2:13][CH2:12][N:11]([CH2:14][CH2:15][O:16][C:17]2[CH:18]=[N:19][C:20]3[C:25]([CH:26]=2)=[N:24][C:23]([O:27][CH3:28])=[CH:22][CH:21]=3)[CH2:10][CH2:9]1)(C)(C)C.[Cl:30][C:31]1[C:41](C(O)=O)=[CH:40][C:34]2[NH:35][C:36](=[O:39])[CH2:37][S:38][C:33]=2[CH:32]=1>>[CH3:28][O:27][C:23]1[N:24]=[C:25]2[C:20](=[CH:21][CH:22]=1)[N:19]=[CH:18][C:17]([O:16][CH2:15][CH2:14][N:11]1[CH2:12][CH2:13][CH:8]([NH:7][C:6]([C:41]3[C:31]([Cl:30])=[CH:32][C:33]4[S:38][CH2:37][C:36](=[O:39])[NH:35][C:34]=4[CH:40]=3)=[O:5])[CH2:9][CH2:10]1)=[CH:26]2. Procedure details: The title compound is prepared as an off-white lyophilizated powder following Scheme 1 and in analogy to Example 1 using {1-[2-(6-methoxy-[1,5]naphthyridin-3-yloxy)-ethyl]-piperidin-4-yl}-carbamic acid tert-butyl ester and 7-chloro-3-oxo-3,4-dihydro-2H-benzo[1,4]thiazine-6-carboxylic acid as starting materials.